describe an organic reaction: reactants, conditions, products, and yield From a dataset of the Open Reaction Database (ORD), a public repository of structured organic reaction records. The reactants are [BH4-], COCOc1cc(Br)c(OCOC)c(C=O)c1, CCO, [Na+], [Na+], O=C([O-])O, O. Product: COCOc1cc(Br)c(OCOC)c(CO)c1. RXN SMILES: [BH4-:18].[Br:1][c:2]1[c:3]([O:14][CH2:15][O:16][CH3:17])[c:4]([CH:5]=[O:6])[cH:7][c:8]([O:10][CH2:11][O:12][CH3:13])[cH:9]1.[CH3:26][CH2:27][OH:28].[Na+:19].[Na+:25].[O-:21][C:22]([OH:23])=[O:24].[OH2:20]>>[Br:1][c:2]1[c:3]([O:14][CH2:15][O:16][CH3:17])[c:4]([CH2:5][OH:6])[cH:7][c:8]([O:10][CH2:11][O:12][CH3:13])[cH:9]1. The reactants are BrC1=C(C=CC=C1)F (1-bromo-2-fluorobenzene), C(C)(C)[N-]C(C)C.[Li+] (lithium diisopropylamide), S(O)(O)(=O)=O (sulfuric acid), CSSC (dimethyldisulfide). The solvent is O1CCCC1 (tetrahydrofuran). Yields the product BrC1=C(C(=CC=C1)SC)F (1-BROMO-2-FLUORO-3-(METHYLTHIO)BENZENE). Yield: 50.0%. As a reaction SMILES: [Br:1][C:2]1[CH:7]=[CH:6][CH:5]=[CH:4][C:3]=1[F:8].C([N-]C(C)C)(C)C.[Li+].[CH3:17][S:18]SC.S(=O)(=O)(O)O>O1CCCC1>[Br:1][C:2]1[CH:7]=[CH:6][CH:5]=[C:4]([S:18][CH3:17])[C:3]=1[F:8] |f:1.2|. Procedure details: To a solution of 1-bromo-2-fluorobenzene (2.0 g, 11.4 mmol) in dry tetrahydrofuran (50 ml) under nitrogen, at −78° C. was added lithium diisopropylamide (2.5 M in hexane, 6.28 ml, 15.4 mmol). The mixture was stirred for 5 minutes after which dimethyldisulfide (0.92 ml, 15.4 mmol) was added and the stirring was continued at −78° C. for an additional hour. The reaction mixture was brought to ambient temperature and aqueous sulfuric acid (10%, 50 ml) was added. The phases were separated and the aqu... Reactants: C(C)(C)(C)OC(=O)[C@@H]1N(CCC1)C(CCN(CCC(=O)N1[C@H](CCC1)C(=O)OC(C)(C)C)CC1=CC=CC=C1)=O ((R)-1-[3-[benzyl-[3-[(R)-2-tert-butoxycarbonyl-pyrrolidin-1yl]-3-oxo-propyl]-amino]-propionyl]-pyrrolidine-2-carboxylic acid tert-butyl ester), FC(C(=O)O)(F)F (trifluoroacetic acid). Solvent: CCOCC (ether), ClCCl (dichloromethane). Run at time 16 hour. Product: FC(C(=O)O)(F)F.C(C1=CC=CC=C1)N(CCC(=O)N1[C@H](CCC1)C(=O)O)CCC(=O)N1[C@H](CCC1)C(=O)O ((R)-1-[3-[Benzyl-[3-[(R)-2-carboxy-pyrrolidin-1-yl]-3-oxo-propyl]-amino]-propionyl]-pyrrolidine-2carboxylic acid trifluoroacetate). The yield is 80.0%. RXN SMILES: C([O:5][C:6]([C@H:8]1[CH2:12][CH2:11][CH2:10][N:9]1[C:13](=[O:40])[CH2:14][CH2:15][N:16]([CH2:33][C:34]1[CH:39]=[CH:38][CH:37]=[CH:36][CH:35]=1)[CH2:17][CH2:18][C:19]([N:21]1[CH2:25][CH2:24][CH2:23][C@@H:22]1[C:26]([O:28]C(C)(C)C)=[O:27])=[O:20])=[O:7])(C)(C)C.[F:41][C:42]([F:47])([F:46])[C:43]([OH:45])=[O:44]>ClCCl.CCOCC>[F:41][C:42]([F:47])([F:46])[C:43]([OH:45])=[O:44].[CH2:33]([N:16]([CH2:15][CH2:14][C:13]([N:9]1[CH2:10][CH2:11][CH2:12][C@@H:8]1[C:6]([OH:7])=[O:5])=[O:40])[CH2:17][CH2:18][C:19]([N:21]1[CH2:25][CH2:24][CH2:23][C@@H:22]1[C:26]([OH:28])=[O:27])=[O:20])[C:34]1[CH:35]=[CH:36][CH:37]=[CH:38][CH:39]=1 |f:4.5|. Procedure details: To a stirred solution of 200 mg (0.36 mmol) (R)-1-[3-[benzyl-[3-[(R)-2-tert-butoxycarbonyl-pyrrolidin-1yl]-3-oxo-propyl]-amino]-propionyl]-pyrrolidine-2-carboxylic acid tert-butyl ester in 5 ml dichloromethane at 0° C. was added dropwise 1.0 ml trifluoroacetic acid and stirring continued for 16 h at room temperature. Concentration in vacuo and azeotroping three times with chloroform on a rotary evaporator afforded, after trituration in ether, 160 mg (80%) of the title compound as a yellow crysta... Starting materials: FC(C(CC(C)=O)=O)(F)F (1,1,1-Trifluoro-2,4-pentanedione), N\C(=C/C(=O)OC)\C (methyl 3-aminocrotonate). Solvent: C(C)#N (acetonitrile). Product: CC1=NC(=CC(=C1C(=O)OC)C(F)(F)F)C (methyl 2,6-dimethyl-4-trifluoromethylpyridine-3-carboxylate). Isolated yield 70.7%. RXN SMILES: [F:1][C:2]([F:10])([F:9])[C:3](=O)[CH2:4][C:5](=O)[CH3:6].[NH2:11]/[C:12](/[CH3:18])=[CH:13]\[C:14]([O:16][CH3:17])=[O:15]>C(#N)C>[CH3:18][C:12]1[C:13]([C:14]([O:16][CH3:17])=[O:15])=[C:3]([C:2]([F:10])([F:9])[F:1])[CH:4]=[C:5]([CH3:6])[N:11]=1. Reported procedure: 1,1,1-Trifluoro-2,4-pentanedione (25.01 g, 135.3 mmol) was dissolved in acetonitrile (230 mL), followed by the addition of methyl 3-aminocrotonate (15.57 g, 135.2 mmol). The mixture was subjected to heating under reflux for 20 hours. The reaction mixture was allowed to cool down to room temperature, and concentrated under reduced pressure. The residue was purified by column chromatography on silica gel (silica gel: 400 g; developer: hexane:acetone=10:1) to obtain the title compound (22.30 g, 71%... Starting materials: Cl (hydrochloride), NC1=C(C=C(C=C1C#N)C(CNC(C)C)=O)Cl (4'-amino-3'-chloro-5'-cyano-2-isopropylamino-acetophenone), [BH4-].[Na+] (sodium borohydride). Product: NC1=C(C=C(C=C1C#N)C(CNC(C)C)O)Cl (1-(4'-Amino-3'-chloro-5'-cyano-phenyl)-2-isopropylamino-ethanol). RXN SMILES: Cl.[NH2:2][C:3]1[C:8]([C:9]#[N:10])=[CH:7][C:6]([C:11](=[O:17])[CH2:12][NH:13][CH:14]([CH3:16])[CH3:15])=[CH:5][C:4]=1[Cl:18].[BH4-].[Na+]>>[NH2:2][C:3]1[C:8]([C:9]#[N:10])=[CH:7][C:6]([CH:11]([OH:17])[CH2:12][NH:13][CH:14]([CH3:15])[CH3:16])=[CH:5][C:4]=1[Cl:18] |f:2.3|. Procedure: m.p. of the hydrochloride: 185°-188° C., was prepared from 4'-amino-3'-chloro-5'-cyano-2-isopropylamino-acetophenone and sodium borohydride analogous to Example 2. Run in C(Cl)Cl.CO (DCM MeOH). Reported procedure: A solution of N-(5-chloro-3-(2-methyl-9-(tetrahydro-2H-pyran-2-yl)-9H-purin-6-yl)pyridin-2-yl)-1-(tetrahydro-2H-pyran-2-yl)-1H-indazol-4-amine (96.8 mg, 178 μmol) in DCM/MeOH (4.0 mL, 1:1) was treated with (+/−)-10-camphorsulfonic acid (91 mg, 391 μmol) and the stirred mixture placed in an oil bath at 40° C. The heater was turned off and the mixture stirred for 16 h. LCMS showed predominantly monodeprotection, so an additional 90 mg of CSA was added (4.4 equiv. total). The mixture was heated at ... The reactants are ClC=1C=C(C(=NC1)NC=1C=2C=NN(C2C=CC1)C1OCCCC1)C1=C2N=CN(C2=NC(=N1)C)C1OCCCC1 (N-(5-chloro-3-(2-methyl-9-(tetrahydro-2H-pyran-2-yl)-9H-purin-6-yl)pyridin-2-yl)-1-(tetrahydro-2H-pyran-2-yl)-1H-indazol-4-amine), C12(C(=O)CC(CC1)C2(C)C)CS(=O)(=O)O ((+/−)-10-camphorsulfonic acid), CC1(C2CCC1(C(=O)C2)CS(=O)(=O)O)C (CSA). Reaction SMILES: [Cl:1][C:2]1[CH:3]=[C:4]([C:24]2[N:32]=[C:31]([CH3:33])[N:30]=[C:29]3[C:25]=2[N:26]=[CH:27][N:28]3C2CCCCO2)[C:5]([NH:8][C:9]2[C:10]3[CH:11]=[N:12][N:13](C4CCCCO4)[C:14]=3[CH:15]=[CH:16][CH:17]=2)=[N:6][CH:7]=1.C12(CS(O)(=O)=O)C(C)(C)C(CC1)CC2=O>C(Cl)Cl.CO>[Cl:1][C:2]1[CH:3]=[C:4]([C:24]2[N:32]=[C:31]([CH3:33])[N:30]=[C:29]3[C:25]=2[N:26]=[CH:27][NH:28]3)[C:5]([NH:8][C:9]2[C:10]3[CH:11]=[N:12][NH:13][C:14]=3[CH:15]=[CH:16][CH:17]=2)=[N:6][CH:7]=1 |f:2.3|. Reaction conditions: temperature 40 celsius, time 16 hour. Yields the product ClC=1C=C(C(=NC1)NC=1C=2C=NNC2C=CC1)C1=C2N=CNC2=NC(=N1)C (N-(5-Chloro-3-(2-methyl-9H-purin-6-yl)pyridin-2-yl)-1H-indazol-4-amine). Isolated yield 82.0%.